This data is from the Open Reaction Database (ORD), a public repository of structured organic reaction records. The task is: describe an organic reaction: reactants, conditions, products, and yield The reactants are ClC1=NC2=CC=C(C=C2C=C1)O (2-chloroquinolin-6-ol), O (H2O), O1CCOCC1 (1,4-Dioxane), ClC1=NC2=CC=C(C=C2C=C1)O (2-chloroquinolin-6-ol), C(#N)C1=CC=C(C=C1)B(O)O (4-cyanophenylboronic acid). The solvent is C(C)(=O)OCC (Ethyl acetate), CCOC(=O)C (EtOAc), hexanes. Conditions: time 1 hour. Yields the product OC=1C=C2C=CC(=NC2=CC1)C1=CC=C(C#N)C=C1 (4-(6-hydroxyquinolin-2-yl)benzonitrile). RXN SMILES: Cl[C:2]1[CH:11]=[CH:10][C:9]2[C:4](=[CH:5][CH:6]=[C:7]([OH:12])[CH:8]=2)[N:3]=1.[C:13]([C:15]1[CH:20]=[CH:19][C:18](B(O)O)=[CH:17][CH:16]=1)#[N:14].O1CCOCC1.O>CCOC(C)=O>[OH:12][C:7]1[CH:8]=[C:9]2[C:4](=[CH:5][CH:6]=1)[N:3]=[C:2]([C:18]1[CH:19]=[CH:20][C:15]([C:13]#[N:14])=[CH:16][CH:17]=1)[CH:11]=[CH:10]2. Reported procedure: Followed Scheme 3 starting from 2-chloroquinolin-6-ol (Intermediate 2) and 4-cyanophenylboronic acid, and using 1,4-Dioxane:H2O solution. Reaction was run at 100° C. in a microwave reactor for 1 hour. Ethyl acetate workup was followed by column chromatography (5% to 50% EtOAc in hexanes gradient). Reactants: O=C(Cl)c1sccc1Cl, N#CN. Product: N#CNC(=O)c1sccc1Cl. Reaction SMILES: [Cl:1][c:2]1[c:3]([C:7](=[O:8])[Cl:9])[s:4][cH:5][cH:6]1.[NH2:10][C:11]#[N:12]>>[Cl:1][c:2]1[c:3]([C:7](=[O:8])[NH:12][C:11]#[N:10])[s:4][cH:5][cH:6]1.